This data is from the Open Reaction Database (ORD), a public repository of structured organic reaction records. The task is: describe an organic reaction: reactants, conditions, products, and yield Reactants: [Al+3], ClCCl, CC(=O)Cl, [Cl-], [Cl-], [Cl-], Cl, O=[N+]([O-])c1ccccc1-c1ccccc1. Yields the product CC(=O)c1ccc(-c2ccccc2[N+](=O)[O-])cc1. As a reaction SMILES: [Al+3:2].[CH2:25]([Cl:26])[Cl:27].[CH3:5][C:6]([Cl:7])=[O:8].[Cl-:1].[Cl-:3].[Cl-:4].[ClH:24].[N+:9](=[O:10])([O-:11])[c:12]1[c:13](-[c:18]2[cH:19][cH:20][cH:21][cH:22][cH:23]2)[cH:14][cH:15][cH:16][cH:17]1>>[CH3:5][C:6](=[O:8])[c:21]1[cH:20][cH:19][c:18](-[c:13]2[c:12]([N+:9](=[O:10])[O-:11])[cH:17][cH:16][cH:15][cH:14]2)[cH:23][cH:22]1. The product is CC(C)(C)OC(=O)N1CC2CN(c3cncc(OC(c4ccccc4)C(F)(F)F)n3)CC2C1. Reactants: CC(C)(C)[O-], CS(C)=O, CC(C)(C)OC(=O)N1CC2CN(c3cncc(Cl)n3)CC2C1, OC(c1ccccc1)C(F)(F)F, [K+]. As a reaction SMILES: [CH3:13][C:14]([CH3:15])([O-:16])[CH3:17].[CH3:41][S:42]([CH3:43])=[O:44].[Cl:19][c:20]1[cH:21][n:22][cH:23][c:24]([N:26]2[CH2:27][CH:28]3[CH:29]([CH2:30]2)[CH2:31][N:32]([C:34](=[O:35])[O:36][C:37]([CH3:38])([CH3:39])[CH3:40])[CH2:33]3)[n:25]1.[F:1][C:2]([CH:3]([c:4]1[cH:5][cH:6][cH:7][cH:8][cH:9]1)[OH:10])([F:11])[F:12].[K+:18]>>[F:1][C:2]([CH:3]([c:4]1[cH:5][cH:6][cH:7][cH:8][cH:9]1)[O:10][c:20]1[cH:21][n:22][cH:23][c:24]([N:26]2[CH2:27][CH:28]3[CH:29]([CH2:30]2)[CH2:31][N:32]([C:34](=[O:35])[O:36][C:37]([CH3:38])([CH3:39])[CH3:40])[CH2:33]3)[n:25]1)([F:11])[F:12]. Reactants: BrCC=1C(=CC(=NC1)F)I (5-(bromomethyl)-2-fluoro-4-iodopyridine), N1CCC(CC1)O (piperidin-4-ol), C(C)(C)N(CC)C(C)C (diisopropylethylamine). Run in C(C)#N (acetonitrile). Conditions: temperature 80 celsius. Yields the product FC1=CC(=C(C=N1)CN1CCC(CC1)O)I (1-((6-fluoro-4-iodopyridin-3-yl)methyl)piperidin-4-ol). Reaction SMILES: Br[CH2:2][C:3]1[C:4]([I:10])=[CH:5][C:6]([F:9])=[N:7][CH:8]=1.[NH:11]1[CH2:16][CH2:15][CH:14]([OH:17])[CH2:13][CH2:12]1.C(N(C(C)C)CC)(C)C>C(#N)C>[F:9][C:6]1[N:7]=[CH:8][C:3]([CH2:2][N:11]2[CH2:16][CH2:15][CH:14]([OH:17])[CH2:13][CH2:12]2)=[C:4]([I:10])[CH:5]=1. Reported procedure: Combine 5-(bromomethyl)-2-fluoro-4-iodopyridine (0.2 g, 0.63 mmol), piperidin-4-ol (0.192 mg, 1.9 mmol), and diisopropylethylamine (0.22 mL, 1.27 mmol) in acetonitrile (3.0 mL). Heat the reaction mixture at 80° C. for 2 h and cool to RT. Remove the organic solvent to give crude 1-((6-fluoro-4-iodopyridin-3-yl)methyl)piperidin-4-ol. Combine crude 1-((6-fluoro-4-iodopyridin-3-yl)methyl)piperidin-4-ol (0.63 mmol), N-(2-(1H-1,2,3-triazol-1-yl)ethyl)-5-fluoro-4-(7-(4,4,5,5-tetramethyl-1,3,2-dioxaboro... The reactants are C(C)OC(C1=CN=CC=C1)=O (nicotinic acid ethyl ester), FC=1C=C(C=CC1)CC#N ((3-fluoro-phenyl)-acetonitrile). Product: FC=1C=C(C=CC1)CC(=O)C=1C=NC=CC1 (2-(3-fluoro-phenyl)-1-pyridin-3-yl-ethanone), FC=1C=C(C=CC1)CC(C=1C=NC=CC1)N (2-(3-fluoro-phenyl)-1-pyridin-3-yl-ethylamine). RXN SMILES: C(O[C:4](=[O:11])[C:5]1[CH:10]=[CH:9][CH:8]=[N:7][CH:6]=1)C.[F:12][C:13]1[CH:14]=[C:15]([CH2:19][C:20]#[N:21])[CH:16]=[CH:17][CH:18]=1>>[F:12][C:13]1[CH:14]=[C:15]([CH2:19][C:4]([C:5]2[CH:6]=[N:7][CH:8]=[CH:9][CH:10]=2)=[O:11])[CH:16]=[CH:17][CH:18]=1.[F:12][C:13]1[CH:14]=[C:15]([CH2:19][CH:20]([NH2:21])[C:5]2[CH:6]=[N:7][CH:8]=[CH:9][CH:10]=2)[CH:16]=[CH:17][CH:18]=1. Procedure: The title compound was generated from commercially available nicotinic acid ethyl ester and (3-fluoro-phenyl)-acetonitrile according to the general procedure D described above. The intermediates 2-(3-fluoro-phenyl)-1-pyridin-3-yl-ethanone and 2-(3-fluoro-phenyl)-1-pyridin-3-yl-ethylamine were isolated and characterized.